This data is from the Open Reaction Database (ORD), a public repository of structured organic reaction records. The task is: describe an organic reaction: reactants, conditions, products, and yield Reported procedure: Add TFA (0.6 mL, 7.94 mmol) to a solution of 3′-[4-(Acetylamino-methyl)-phenyl]-2,3,5,6-tetrahydro-[1,2′]bipyrazinyl-4-carboxylic acid tert-butyl ester (650 mg, 1.58 mmol) in DCM (6.5 mL) and maintain stirring for 3 hr. Concentrate material to dryness. Redissolve in DCM (10 mL) and add TFA (1.2 mL). Heat reaction mixture at 40° C. for 3 hr. Purify the mixture by SCX-2® ion exchange chromatography, eluting with 2 M NH3 in MeOH to give the title compound as a yellow oil (454 mg, 92%). 1H-NMR (400 ... Solvent: C(Cl)Cl (DCM), C(Cl)Cl (DCM). Starting materials: C(=O)(C(F)(F)F)O (TFA), C(C)(C)(C)OC(=O)N1CCN(CC1)C1=NC=CN=C1C1=CC=C(C=C1)CNC(C)=O (3′-[4-(Acetylamino-methyl)-phenyl]-2,3,5,6-tetrahydro-[1,2′]bipyrazinyl-4-carboxylic acid tert-butyl ester), C(=O)(C(F)(F)F)O (TFA). Yield: 92.3%. Run at time 3 hour. RXN SMILES: C(O)(C(F)(F)F)=O.C(OC([N:15]1[CH2:20][CH2:19][N:18]([C:21]2[C:26]([C:27]3[CH:32]=[CH:31][C:30]([CH2:33][NH:34][C:35](=[O:37])[CH3:36])=[CH:29][CH:28]=3)=[N:25][CH:24]=[CH:23][N:22]=2)[CH2:17][CH2:16]1)=O)(C)(C)C>C(Cl)Cl>[N:18]1([C:21]2[C:26]([C:27]3[CH:28]=[CH:29][C:30]([CH2:33][NH:34][C:35](=[O:37])[CH3:36])=[CH:31][CH:32]=3)=[N:25][CH:24]=[CH:23][N:22]=2)[CH2:19][CH2:20][NH:15][CH2:16][CH2:17]1. The product is N1(CCNCC1)C1=NC=CN=C1C1=CC=C(CNC(C)=O)C=C1 (N-[4-(3,4,5,6-Tetrahydro-2H-[1,2′]bipyrazinyl-3′-yl)-benzyl]-acetamide). Reactants: C(=O)(O)[O-].[Na+] (NaHCO3), CC=1C(=NC=CC1)[C@H]1N([C@H](CCC1)C1=NC=CC=C1C)CCCCN (4-((2′S,6′R)-3,3″-dimethyl-3′,4′,5′,6′-tetrahydro-2′H-[2,2′;6′,2″]terpyridin-1′-yl)-butylamine), CCN(C(C)C)C(C)C (DIPEA), S(=O)(=O)(O)O.NC=1NC=CN1 (2-aminoimidazole sulfate), C(=O)(N1C=NC=C1)N1C=NC=C1 (1,1′-carbonyldiimidazole), CCN(C(C)C)C(C)C (DIPEA). Run in C(Cl)Cl (CH2Cl2). Reaction conditions: temperature 75 celsius, time 5 hour. Yields the product CC=1C(=NC=CC1)[C@H]1N([C@H](CCC1)C1=NC=CC=C1C)CCCCNC(=O)NC=1NC=CN1 (1-[4-((2′S,6′R)-3,3 ″-dimethyl-3′,4′,5′,6′-tetrahydro-2′H-[2,2′;6′,2″]terpyridin-1′-yl)-butyl]-3-(1H-imidazol-2-yl)-urea). Yield: 66.9%. As a reaction SMILES: S(O)(O)(=O)=O.[NH2:6][C:7]1[NH:8][CH:9]=[CH:10][N:11]=1.[C:12](N1C=CN=C1)(N1C=CN=C1)=[O:13].CCN(C(C)C)C(C)C.[CH3:33][C:34]1[C:35]([C@@H:40]2[CH2:45][CH2:44][CH2:43][C@H:42]([C:46]3[C:51]([CH3:52])=[CH:50][CH:49]=[CH:48][N:47]=3)[N:41]2[CH2:53][CH2:54][CH2:55][CH2:56][NH2:57])=[N:36][CH:37]=[CH:38][CH:39]=1.C([O-])(O)=O.[Na+]>C(Cl)Cl>[CH3:52][C:51]1[C:46]([C@@H:42]2[CH2:43][CH2:44][CH2:45][C@H:40]([C:35]3[C:34]([CH3:33])=[CH:39][CH:38]=[CH:37][N:36]=3)[N:41]2[CH2:53][CH2:54][CH2:55][CH2:56][NH:57][C:12]([NH:6][C:7]2[NH:8][CH:9]=[CH:10][N:11]=2)=[O:13])=[N:47][CH:48]=[CH:49][CH:50]=1 |f:0.1,5.6|. Reported procedure: A mixture of 2-aminoimidazole sulfate (0.100 g, 0.757 mmol), 1,1′-carbonyldiimidazole (0.129 g, 0.796 mmol) and DIPEA (0.293 g, 2.27 mmol) in CH2Cl2 (10 mL) was stirred for 5 h, and then the solvent was removed. The residue was dissolved in DMF (6 mL), and 4-((2′S,6′R)-3,3″-dimethyl-3′,4′,5′,6′-tetrahydro-2′H-[2,2′;6′,2″]terpyridin-1′-yl)-butylamine (0.130 g, 0.384 mmol) and DIPEA (0.293 g, 2.27 mmol) were added. The mixture was heated at 75° C. for 16 h, and then cooled to room temperature. Sat... Reactants: BrCC#N (Bromoacetonitrile), BrCC#N (Bromoacetonitrile), C(C)(C)N(C(C)C)CC (N,N-diisopropylethylamine), C(C)(C)(C)OC(=O)N[C@H](C(=O)O)CCCCNSC1=NC=CC=C1[N+](=O)[O-] ((S)-2-((tert-butoxycarbonyl)amino)-6-(((3-nitropyridin-2-yl)thio)amino)hexanoic acid). The solvent is C(C)#N (acetonitrile). Conditions: time 5 hour. The product is C(C)(C)(C)OC(=O)N[C@H](C(=O)OCC#N)CCCCNSC1=NC=CC=C1[N+](=O)[O-] ((S)-cyanomethyl 2-((tert-butoxycarbonyl)amino)-6-(((3-nitropyridin-2-yl)thio)amino)hexanoate). The yield is 92.2%. RXN SMILES: Br[CH2:2][C:3]#[N:4].C(N(CC)C(C)C)(C)C.[C:14]([O:18][C:19]([NH:21][C@@H:22]([CH2:26][CH2:27][CH2:28][CH2:29][NH:30][S:31][C:32]1[C:37]([N+:38]([O-:40])=[O:39])=[CH:36][CH:35]=[CH:34][N:33]=1)[C:23]([OH:25])=[O:24])=[O:20])([CH3:17])([CH3:16])[CH3:15]>C(#N)C>[C:14]([O:18][C:19]([NH:21][C@@H:22]([CH2:26][CH2:27][CH2:28][CH2:29][NH:30][S:31][C:32]1[C:37]([N+:38]([O-:40])=[O:39])=[CH:36][CH:35]=[CH:34][N:33]=1)[C:23]([O:25][CH2:2][C:3]#[N:4])=[O:24])=[O:20])([CH3:17])([CH3:15])[CH3:16]. Procedure: Bromoacetonitrile (76 μl, 1.124 mmol) and N,N-diisopropylethylamine (196 μl, 1.124 mmol) were added to a solution of ((S)-2-((tert-butoxycarbonyl)amino)-6-(((3-nitropyridin-2-yl)thio)amino)hexanoic acid (Compound tk87) (150 mg, 0.375 mmol) in acetonitrile (6 ml), and the reaction solution was stirred at room temperature for 5 hours. Bromoacetonitrile (49 μl, 0.413 mmol) was further added and the mixture was stirred at room temperature for 1 hour to complete the reaction. The reaction mixture was... Starting materials: CCOC(=O)C.CO.[NH4+].[OH-] (EtOAc MeOH NH4OH), N1=C(C=CC=C1)SSCCC(=O)NCCN1C=NC(=C1)CCNC(=O)OCC[Si](C)(C)C (1-(N-(3-(2-pyridyldithio)propionyl)-2-aminoethyl)-4-(N-(2-trimethylsilylethyloxycarbonyl)-2-aminoethyl)imidazole), Cl (HCl), trimethylsilylethyloxycarbonyl. Run in C(C)#N (acetonitrile). Run at time 2.5 hour. Yields the product Cl.Cl.Cl.N1=C(C=CC=C1)SSCCC(=O)NCCN1C=NC(=C1)CCN (1-(N-(3-(2-pyridyldithio)propionyl)-2-aminoethyl)-4-(2-aminoethyl)imidazole trihydrochloride). Reaction SMILES: [N:1]1[CH:6]=[CH:5][CH:4]=[CH:3][C:2]=1[S:7][S:8][CH2:9][CH2:10][C:11]([NH:13][CH2:14][CH2:15][N:16]1[CH:20]=[C:19]([CH2:21][CH2:22][NH:23]C(OCC[Si](C)(C)C)=O)[N:18]=[CH:17]1)=[O:12].CCOC(C)=O.CO.[NH4+].[OH-].[ClH:43]>C(#N)C>[ClH:43].[ClH:43].[ClH:43].[N:1]1[CH:6]=[CH:5][CH:4]=[CH:3][C:2]=1[S:7][S:8][CH2:9][CH2:10][C:11]([NH:13][CH2:14][CH2:15][N:16]1[CH:20]=[C:19]([CH2:21][CH2:22][NH2:23])[N:18]=[CH:17]1)=[O:12] |f:1.2.3.4,7.8.9.10|. Procedure details: 13 mg (0.026 mmol) of IV is dissolved in 1 ml of acetonitrile containing 0.15 ml of conc. HCl. The reaction mixture is stirred at room temperature for 2.5 hours. TLC on silica gel with EtOAc--MeOH--NH4OH (80:20:1) as the mobile phase shows that the trimethylsilylethyloxycarbonyl protective group has been completely removed after 2.5 hours. The reaction solution is evaporated, whereupon an NMR analysis is run in D2O+ deuterated acetonitrile. ##STR4## 1-CH2 -imidazole 4.18 t, --CH2NHCO 3.52 t, H3N... Solvent: C(C)O (ethanol). Run at time 15 hour. Reactants: C(#N)C1(CCN(CC1)C(=O)OCC)C1=C(C=CC=C1)C (4-Cyano-1-(ethoxycarbonyl)-4-(2-methylphenyl)piperidine), Cl (hydrochloric acid). Reagents/catalysts: [Pd] (palladium/carbon). RXN SMILES: [C:1]([C:3]1([C:14]2[CH:19]=[CH:18][CH:17]=[CH:16][C:15]=2[CH3:20])[CH2:8][CH2:7][N:6]([C:9]([O:11][CH2:12][CH3:13])=[O:10])[CH2:5][CH2:4]1)#[N:2].Cl>C(O)C.[Pd]>[NH2:2][CH2:1][C:3]1([C:14]2[CH:19]=[CH:18][CH:17]=[CH:16][C:15]=2[CH3:20])[CH2:8][CH2:7][N:6]([C:9]([O:11][CH2:12][CH3:13])=[O:10])[CH2:5][CH2:4]1. Procedure details: 4-Cyano-1-(ethoxycarbonyl)-4-(2-methylphenyl)piperidine (504 mg) was dissolved in ethanol (10 ml), added with 10% palladium/carbon (500 mg) and 5 N aqueous hydrochloric acid (0.74 ml) and stirred at room temperature for 15 hours under hydrogen gas pressure (30 psi) by using the Parr apparatus. After insoluble matters were removed by filtration, ethanol was evaporated under reduced pressure. The residue was added with dichloromethane (50 ml) and adjusted to pH 9 with saturated aqueous sodium hydr... The product is NCC1(CCN(CC1)C(=O)OCC)C1=C(C=CC=C1)C (4-aminomethyl-1-(ethoxycarbonyl)-4-(2-methylphenyl)piperidine). Starting materials: N[C@H]1CC[C@H](C2=CC=CC=C12)OC=1C=CC=2N(C1)C(=NN2)N(CCN2CCOCC2)C ([6-((1R,4S)-4-Amino-1,2,3,4-tetrahydro-naphthalen-1-yloxy)-[1,2,4]triazolo[4,3-a]pyridin-3-yl]-methyl-(2-morpholin-4-yl-ethyl)-amine), N (NH3), ClC(COC(NC=1N(N=C(C1)C(C)(C)C)C1=CC=C(C=C1)C)=O)(Cl)Cl ((5-tert-butyl-2-p-tolyl-2H-pyrazol-3-yl)-carbamic acid 2,2,2-trichloro-ethyl ester), CCN(C(C)C)C(C)C (DIPEA). Solvent: C(Cl)Cl (DCM), CN(C)C=O (DMF), CO (MeOH). The product is C(C)(C)(C)C=1C=C(N(N1)C1=CC=C(C=C1)C)NC(=O)N[C@H]1CC[C@H](C2=CC=CC=C12)OC=1C=CC=2N(C1)C(=NN2)N(CCN2CCOCC2)C (1-(5-tert-Butyl-2-p-tolyl-2H-pyrazol-3-yl)-3-((1S,4R)-4-{3-[methyl-(2-morpholin-4-yl-ethyl)-amino]-[1,2,4]triazolo[4,3-a]pyridin-6-yloxy}-1,2,3,4-tetrahydro-naphthalen-1-yl)-urea). Isolated yield 14.0%. Reaction SMILES: [NH2:1][C@@H:2]1[C:11]2[C:6](=[CH:7][CH:8]=[CH:9][CH:10]=2)[C@H:5]([O:12][C:13]2[CH:14]=[CH:15][C:16]3[N:17]([C:19]([N:22]([CH3:31])[CH2:23][CH2:24][N:25]4[CH2:30][CH2:29][O:28][CH2:27][CH2:26]4)=[N:20][N:21]=3)[CH:18]=2)[CH2:4][CH2:3]1.ClC(Cl)(Cl)C[O:35][C:36](=O)[NH:37][C:38]1[N:39]([C:47]2[CH:52]=[CH:51][C:50]([CH3:53])=[CH:49][CH:48]=2)[N:40]=[C:41]([C:43]([CH3:46])([CH3:45])[CH3:44])[CH:42]=1.CCN(C(C)C)C(C)C.N>CN(C=O)C.CO.C(Cl)Cl>[C:43]([C:41]1[CH:42]=[C:38]([NH:37][C:36]([NH:1][C@@H:2]2[C:11]3[C:6](=[CH:7][CH:8]=[CH:9][CH:10]=3)[C@H:5]([O:12][C:13]3[CH:14]=[CH:15][C:16]4[N:17]([C:19]([N:22]([CH3:31])[CH2:23][CH2:24][N:25]5[CH2:26][CH2:27][O:28][CH2:29][CH2:30]5)=[N:20][N:21]=4)[CH:18]=3)[CH2:4][CH2:3]2)=[O:35])[N:39]([C:47]2[CH:52]=[CH:51][C:50]([CH3:53])=[CH:49][CH:48]=2)[N:40]=1)([CH3:46])([CH3:44])[CH3:45]. Procedure: A solution of Intermediate 45d (270 mg, 0.63 mmol), (5-tert-butyl-2-p-tolyl-2H-pyrazol-3-yl)-carbamic acid 2,2,2-trichloro-ethyl ester (Synthetic Communications, 2009, 39, 3999-4009, which is incorporated herein by reference in its entirety; 380 mg, 0.95 mmol) and DIPEA (325 mg, 2.52 mmol) in DMF (8 mL) was stirred at 60° C. for 1 h. The reaction mixture was applied to an SCX-2 cartridge (25 g) and washed with MeOH. The product was eluted with 2M NH3 in MeOH; concentration in vacuo gave a residu...